Task: describe an organic reaction: reactants, conditions, products, and yield. Dataset: the Open Reaction Database (ORD), a public repository of structured organic reaction records The product is CSc1nccc(-c2ccnc(C)c2)n1. Reaction SMILES: [C:20](=[O:21])([O-:22])[O-:23].[CH3:10][c:11]1[n:12][cH:13][cH:14][c:15]([B:17]([OH:18])[OH:19])[cH:16]1.[Cl:1][c:2]1[n:3][c:4]([S:8][CH3:9])[n:5][cH:6][cH:7]1.[Na+:24].[Na+:25].[O-:46][C:47]([CH3:48])=[O:49].[O-:50][C:51]([CH3:52])=[O:53].[Pd+2:45].[c:26]1([P:27]([c:28]2[cH:29][cH:30][cH:31][cH:32][cH:33]2)[c:34]2[cH:35][cH:36][cH:37][cH:38][cH:39]2)[cH:40][cH:41][cH:42][cH:43][cH:44]1>>[c:2]1(-[c:15]2[cH:14][cH:13][n:12][c:11]([CH3:10])[cH:16]2)[n:3][c:4]([S:8][CH3:9])[n:5][cH:6][cH:7]1. Starting materials: O=C([O-])[O-], Cc1cc(B(O)O)ccn1, CSc1nccc(Cl)n1, [Na+], [Na+], CC(=O)[O-], CC(=O)[O-], [Pd+2], c1ccc(P(c2ccccc2)c2ccccc2)cc1. Starting materials: COCC(=O)Nc1cc(COc2ccc(NC(=O)Nc3cc(C(C)(C)C)nn3-c3ccc(CO[Si](C)(C)C(C)(C)C)cc3)c3ccccc23)ccn1, CCCC[N+](CCCC)(CCCC)CCCC, C1CCOC1, CCOC(C)=O, [F-]. Product: COCC(=O)Nc1cc(COc2ccc(NC(=O)Nc3cc(C(C)(C)C)nn3-c3ccc(CO)cc3)c3ccccc23)ccn1. As a reaction SMILES: [C:1]([CH3:2])([CH3:3])([CH3:4])[c:5]1[n:6][n:7](-[c:38]2[cH:39][cH:40][c:41]([CH2:44][O:45][Si:46]([C:47]([CH3:48])([CH3:49])[CH3:50])([CH3:51])[CH3:52])[cH:42][cH:43]2)[c:8]([NH:10][C:11]([NH:12][c:13]2[cH:14][cH:15][c:16]([O:23][CH2:24][c:25]3[cH:26][c:27]([NH:31][C:32]([CH2:33][O:34][CH3:35])=[O:36])[n:28][cH:29][cH:30]3)[c:17]3[cH:18][cH:19][cH:20][cH:21][c:22]23)=[O:37])[cH:9]1.[CH2:54]([N+:55]([CH2:56][CH2:57][CH2:58][CH3:59])([CH2:60][CH2:61][CH2:62][CH3:63])[CH2:64][CH2:65][CH2:66][CH3:67])[CH2:68][CH2:69][CH3:70].[CH2:71]1[O:72][CH2:73][CH2:74][CH2:75]1.[CH3:76][CH2:77][O:78][C:79]([CH3:80])=[O:81].[F-:53]>>[C:1]([CH3:2])([CH3:3])([CH3:4])[c:5]1[n:6][n:7](-[c:38]2[cH:39][cH:40][c:41]([CH2:44][OH:45])[cH:42][cH:43]2)[c:8]([NH:10][C:11]([NH:12][c:13]2[cH:14][cH:15][c:16]([O:23][CH2:24][c:25]3[cH:26][c:27]([NH:31][C:32]([CH2:33][O:34][CH3:35])=[O:36])[n:28][cH:29][cH:30]3)[c:17]3[cH:18][cH:19][cH:20][cH:21][c:22]23)=[O:37])[cH:9]1. Reactants: C(C)OC(C(C(=O)OCC)C1=CC=C(C=C1)C)=O ((4-methylphenyl)malonic acid diethyl ester), Cl (hydrochloric acid), NC(=S)N (thiourea), solution, C[O-].[Na+] (sodium methoxide). The solvent is O (water), CO (methanol), CO (methanol). Product: OC1=NC(=NC(=C1C1=CC=C(C=C1)C)O)S (4,6-dihydroxy-2-mercapto-5-(4-methylphenyl)pyrimidine). Isolated yield 41.0%. As a reaction SMILES: [NH2:1][C:2]([NH2:4])=[S:3].C[O-].[Na+].C([O:10][C:11](=O)[CH:12]([C:18]1[CH:23]=[CH:22][C:21]([CH3:24])=[CH:20][CH:19]=1)[C:13](OCC)=[O:14])C.Cl>CO.O>[OH:10][C:11]1[C:12]([C:18]2[CH:23]=[CH:22][C:21]([CH3:24])=[CH:20][CH:19]=2)=[C:13]([OH:14])[N:4]=[C:2]([SH:3])[N:1]=1 |f:1.2|. Reported procedure: To a solution of thiourea (13.69 g) in methanol (150 ml) is added a 28% solution of sodium methoxide in methanol (34.70 g) at 60° C., and thereto is further added (4-methylphenyl)malonic acid diethyl ester (32.62 g) at the same temperature. The reaction solution is refluxed for 8 hours. After cooling, water is added to the reaction solution, and the pH value of the solution is adjusted to pH 1 with hydrochloric acid under ice-cooing. The precipitated crystals are collected by filtration, and the... Reactants: CC(C)(C)COC(=O)CC#N, C1COCCO1, C=CC=O, [Cl-], [Cl-], [Zn+2]. Product: C=CC=C(C#N)C(=O)OCC(C)(C)C. RXN SMILES: [C:1](#[N:2])[CH2:3][C:4](=[O:5])[O:6][CH2:7][C:8]([CH3:9])([CH3:10])[CH3:11].[CH2:16]1[O:17][CH2:18][CH2:19][O:20][CH2:21]1.[CH:12](=[O:13])[CH:14]=[CH2:15].[Cl-:22].[Cl-:24].[Zn+2:23]>>[C:1](#[N:2])[C:3]([C:4](=[O:5])[O:6][CH2:7][C:8]([CH3:9])([CH3:10])[CH3:11])=[CH:15][CH:14]=[CH2:12]. The reactants are ClCCCCC1=CNC2=CC=CC=C12 (3-(4-chlorobutyl)indole), BrCCCCC1=CNC2=CC=CC=C12 (3-(4-bromobutyl)indole), C1NCCC2=C1SC1=C2C=CC=C1 (1,2,3,4-tetrahydrobenzothieno[2,3-c]pyridine). Run in C(C)#N (acetonitrile). The product is N1C=C(C2=CC=CC=C12)CCCCN1CC2=C(CC1)C1=C(S2)C=CC=C1 (2-[4-(3-indolyl)butyl]-1,2,3,4-tetrahydrobenzothieno[2,3-c]pyridine). As a reaction SMILES: Cl[CH2:2][CH2:3][CH2:4][CH2:5][C:6]1[C:14]2[C:9](=[CH:10][CH:11]=[CH:12][CH:13]=2)[NH:8][CH:7]=1.BrCCCCC1C2C(=CC=CC=2)NC=1.[CH2:29]1[C:34]2[S:35][C:36]3[CH:41]=[CH:40][CH:39]=[CH:38][C:37]=3[C:33]=2[CH2:32][CH2:31][NH:30]1>C(#N)C>[NH:8]1[C:9]2[C:14](=[CH:13][CH:12]=[CH:11][CH:10]=2)[C:6]([CH2:5][CH2:4][CH2:3][CH2:2][N:30]2[CH2:31][CH2:32][C:33]3[C:37]4[CH:38]=[CH:39][CH:40]=[CH:41][C:36]=4[S:35][C:34]=3[CH2:29]2)=[CH:7]1. Procedure details: A solution of 20.8 g of 3-(4-chlorobutyl)indole [or 25.2 g of 3-(4-bromobutyl)indole] and 18.9 g of 1,2,3,4-tetrahydrobenzothieno[2,3-c]pyridine in 100 ml of acetonitrile is stirred at 20° for 12 hours. The usual working up is carried out, and 2-[4-(3-indolyl)butyl]-1,2,3,4-tetrahydrobenzothieno[2,3-c]pyridine ("A"), m.p. 113°-115° is obtained.